Dataset: the Open Reaction Database (ORD), a public repository of structured organic reaction records. Task: describe an organic reaction: reactants, conditions, products, and yield The reactants are O=C([O-])[O-], O=C([O-])O, Cc1ccc(B(O)O)cn1, Cl[Cu], [Cs+], [Cs+], O=c1c2nn(Cc3ccc(I)cc3)c3ncccc3c-2nn1C1CCCOC1, [Na+], CC(=O)[O-], CC(=O)[O-], [Pd+2]. RXN SMILES: [C:39](=[O:40])([O-:41])[O-:42].[C:56](=[O:57])([OH:58])[O-:59].[CH3:29][c:30]1[n:31][cH:32][c:33]([B:36]([OH:37])[OH:38])[cH:34][cH:35]1.[Cl:54][Cu:55].[Cs+:43].[Cs+:44].[I:1][c:2]1[cH:3][cH:4][c:5]([CH2:8][n:9]2[n:10][c:11]3[c:21](=[O:22])[n:20]([CH:23]4[CH2:24][O:25][CH2:26][CH2:27][CH2:28]4)[n:19][c:12]-3[c:13]3[c:14]2[n:15][cH:16][cH:17][cH:18]3)[cH:6][cH:7]1.[Na+:60].[O-:46][C:47]([CH3:48])=[O:49].[O-:50][C:51]([CH3:52])=[O:53].[Pd+2:45]>>[c:2]1(-[c:33]2[cH:32][n:31][c:30]([CH3:29])[cH:35][cH:34]2)[cH:3][cH:4][c:5]([CH2:8][n:9]2[n:10][c:11]3[c:21](=[O:22])[n:20]([CH:23]4[CH2:24][O:25][CH2:26][CH2:27][CH2:28]4)[n:19][c:12]-3[c:13]3[c:14]2[n:15][cH:16][cH:17][cH:18]3)[cH:6][cH:7]1. Yields the product Cc1ccc(-c2ccc(Cn3nc4c(=O)n(C5CCCOC5)nc-4c4cccnc43)cc2)cn1. Reactants: CC=1C(C[C@]23C=4C(=C(C=CC4C[C@H]([C@@H]2C1)N(CC3)C)OC)O)=O (7,8-Didehydro-7,17-dimethyl-4-hydroxy-3-methoxymorphinan-6-one), lithium dimethyl cuprate, C(Cl)Cl (methylene chloride), [NH4+].[OH-] (NH4OH), [NH4+].[Cl-] (NH4Cl). Solvent: CCOCC (ether). Run at time 1 hour. The product is OC1=C(C=CC=2C[C@@H]3[C@@H]4[C@H]([C@@H](C(C[C@@]4(C12)CCN3C)=O)C)C)OC (4-Hydroxy-3-methoxy-7α,8β,17-trimethylmorphinan-6-one). Reaction SMILES: [CH3:1][C:2]1[C:3](=[O:23])[CH2:4][C@@:5]23[CH2:18][CH2:17][N:16]([CH3:19])[C@@H:13]([C@@H:14]2[CH:15]=1)[CH2:12][C:11]1[CH:10]=[CH:9][C:8]([O:20][CH3:21])=[C:7]([OH:22])[C:6]3=1.[NH4+].[Cl-].[NH4+].[OH-].[CH2:28](Cl)Cl>CCOCC>[OH:22][C:7]1[C:6]2[C@:5]34[CH2:18][CH2:17][N:16]([CH3:19])[C@@H:13]([C@@H:14]3[C@@H:15]([CH3:28])[C@H:2]([CH3:1])[C:3](=[O:23])[CH2:4]4)[CH2:12][C:11]=2[CH:10]=[CH:9][C:8]=1[O:20][CH3:21] |f:1.2,3.4|. Procedure: Compound 14 (20.0 g, 64 mmole) in methylene chloride (400 ml) was added to a solution of lithium dimethyl cuprate (165 mmole) prepared in ether (800 ml) with cooling in an ice-salt bath under an argon atmosphere. The mixture was stirred at this temperature for 1 hour after which it was poured into saturated NH4Cl solution (1 liter). After the addition of concentrated NH4OH to pH~12 and stirring for 30 minutes, the organic phase was separated and washed twice with dilute NH4OH. The aqueous phase ... Reaction SMILES: [OH:1]/[N:2]=[C:3](/[C:9](=[O:11])[CH3:10])\[C:4]([O:6][CH2:7][CH3:8])=[O:5].[S:12]1[CH2:17][CH2:16][CH:15](O)[CH2:14][CH2:13]1>>[S:12]1[CH2:17][CH2:16][CH:15]([O:1]/[N:2]=[C:3](/[C:9](=[O:11])[CH3:10])\[C:4]([O:6][CH2:7][CH3:8])=[O:5])[CH2:14][CH2:13]1. Starting materials: O\N=C(/C(=O)OCC)\C(C)=O (Ethyl (Z)-2-hydroxyimino-3-oxobutyrate), S1CCC(CC1)O (tetrahydro-4H-thiopyran-4-ol), ( 2C ), ( 2C ). The product is S1CCC(CC1)O\N=C(/C(=O)OCC)\C(C)=O (Ethyl (Z)-2-(terahydro-4H-thiopyran-4-yl oxyimino)-3-oxobutyrate). Yield: 20.0%. Reported procedure: Ethyl (Z)-2-hydroxyimino-3-oxobutyrate (5.72 g) was reacted with tetrahydro-4H-thiopyran-4-ol as described in Example 4a. method 3 to give the title compound (1.82 g, 20%) as colourless liquid, νmax (film) 2930, 1740, and 1690 cm-1, δH (CDCl3) 1.35 (3H, t), 2.06 (2H,m), 2.21 (2H, m) 2.40 (3H, s), 2.57 (2H, m), 2.82 (2H, m), and 4.37 (3H, q+m), δc (CDCl3) 14.2, 25.2, 25.3 (2C), 32.1 (2C), 62.0, 81.9, 150.5, 161.2 and 192.7. [Mass spectrum, MH+ (260)]. The reactants are CC=1C=C(C=C(C1C)C)O (3,4,5-trimethylphenol), ClCC(=C)C (3-chloro-2-methylpropene), C([O-])([O-])=O.[K+].[K+] (potassium carbonate). Run in CC(=O)C (acetone). Yields the product CC=1C=C(C=C(C1C)C)OCC(C)=C (methallyl 3,4,5-trimethylphenyl ether). Reaction SMILES: [CH3:1][C:2]1[CH:3]=[C:4]([OH:10])[CH:5]=[C:6]([CH3:9])[C:7]=1[CH3:8].Cl[CH2:12][C:13]([CH3:15])=[CH2:14].C(=O)([O-])[O-].[K+].[K+]>CC(C)=O>[CH3:1][C:2]1[CH:3]=[C:4]([O:10][CH2:14][C:13](=[CH2:12])[CH3:15])[CH:5]=[C:6]([CH3:9])[C:7]=1[CH3:8] |f:2.3.4|. Procedure: To a solution 20 g of 3,4,5-trimethylphenol in 150 ml of absolute acetone was added 22 ml of 3-chloro-2-methylpropene and 20.3 g of anhydrous potassium carbonate. After refluxing for 45 hours, the reaction mixture was filtered, washed with acetone, concentrated under reduced pressure and diluted with 200 ml of diethyl ether. The mixture was extracted three times with 50 ml of 2N hydrochloric acid and 50 ml of 20% aqueous solution of sodium hydroxide. The organic extract was dried over anhydrous ... Reactants: C(#N)CC=1C=C(C(=O)OC)C=CC1 (Methyl 3-(cyanomethyl)benzoate), C1(=CC=C(C=C1)S(=O)(=O)O)C (p-toluenesulfonic acid). The reagents and catalysts are [Pd] (Pd/C). Solvent: CO (methanol). Product: NCCC=1C=C(C(=O)OC)C=CC1.CC=1C=CC(=CC1)S(=O)(=O)O (Methyl 3-(2-aminoethyl)benzoate·p-toluenesulfonate). Isolated yield 112.8%. Reaction SMILES: [C:1]([CH2:3][C:4]1[CH:5]=[C:6]([CH:11]=[CH:12][CH:13]=1)[C:7]([O:9][CH3:10])=[O:8])#[N:2].[C:14]1([CH3:24])[CH:19]=[CH:18][C:17]([S:20]([OH:23])(=[O:22])=[O:21])=[CH:16][CH:15]=1>CO.[Pd]>[NH2:2][CH2:1][CH2:3][C:4]1[CH:5]=[C:6]([CH:11]=[CH:12][CH:13]=1)[C:7]([O:9][CH3:10])=[O:8].[CH3:24][C:14]1[CH:19]=[CH:18][C:17]([S:20]([OH:23])(=[O:22])=[O:21])=[CH:16][CH:15]=1 |f:4.5|. Procedure: Nitrile 91a (4.8 g, 27 mmol) was hydrogenated on a Parr shaker at 40 psi H2 in the presence of 10% Pd/C (0.48 g) and p-toluenesulfonic acid (5.2 g, 27 mmol) in methanol (100 mL). The solution was filtered through a Celite pad to remove the catalyst, then solvent was removed in vacuo to give an orange solid (10.7 g). HR-MS: Calc'd. 180.1025. Found 180.1025. Starting materials: N (ammonia), C(#N)[BH3-].[Na+] (sodium cyanoborohydride), CN1CCN(CC1)C1=C2C=CNC2=CC=C1 (4-(4-methylpiperazin-1-yl)-1H-indole), water ice. Solvent: C(C)(=O)O (acetic acid). Reaction conditions: temperature 14 celsius, time 2 hour. Product: CN1CCN(CC1)C1=C2CCNC2=CC=C1 (4-(4-methylpiperazin-1-yl)-2,3-dihydro-1H-indole). Yield: 79.9%. RXN SMILES: C([BH3-])#N.[Na+].[CH3:5][N:6]1[CH2:11][CH2:10][N:9]([C:12]2[CH:20]=[CH:19][CH:18]=[C:17]3[C:13]=2[CH:14]=[CH:15][NH:16]3)[CH2:8][CH2:7]1.N>C(O)(=O)C>[CH3:5][N:6]1[CH2:7][CH2:8][N:9]([C:12]2[CH:20]=[CH:19][CH:18]=[C:17]3[C:13]=2[CH2:14][CH2:15][NH:16]3)[CH2:10][CH2:11]1 |f:0.1|. Reported procedure: 429 mg of sodium cyanoborohydride are added in portions to a solution of 490 mg of 4-(4-methylpiperazin-1-yl)-1H-indole, in 17 ml of acetic acid cooled to 14° C. The reaction medium is stirred for 2 hours at ambient temperature and then poured into a water/ice mixture and the pH is brought to neutrality with an aqueous ammonia solution. The mixture is then extracted with dichloromethane and the combined organic phases are dried over magnesium sulfate, filtered, and concentrated under reduced pre... Starting materials: COC(=O)CCNC(=O)c1ccc(C(Oc2ccc(-c3ccc(C(F)(F)F)cc3)c(C)c2)C(C)(C)C)s1, CO, Cl, [Na+], [OH-]. Product: Cc1cc(OC(c2ccc(C(=O)NCCC(=O)O)s2)C(C)(C)C)ccc1-c1ccc(C(F)(F)F)cc1. RXN SMILES: [CH3:1][O:2][C:3]([CH2:4][CH2:5][NH:6][C:7](=[O:8])[c:9]1[s:10][c:11]([CH:14]([C:15]([CH3:16])([CH3:17])[CH3:18])[O:19][c:20]2[cH:21][c:22]([CH3:36])[c:23](-[c:26]3[cH:27][cH:28][c:29]([C:32]([F:33])([F:34])[F:35])[cH:30][cH:31]3)[cH:24][cH:25]2)[cH:12][cH:13]1)=[O:37].[CH3:41][OH:42].[ClH:40].[Na+:39].[OH-:38]>>[O:2]=[C:3]([CH2:4][CH2:5][NH:6][C:7](=[O:8])[c:9]1[s:10][c:11]([CH:14]([C:15]([CH3:16])([CH3:17])[CH3:18])[O:19][c:20]2[cH:21][c:22]([CH3:36])[c:23](-[c:26]3[cH:27][cH:28][c:29]([C:32]([F:33])([F:34])[F:35])[cH:30][cH:31]3)[cH:24][cH:25]2)[cH:12][cH:13]1)[OH:37]. The reactants are ClC=1C=C2C(=CNC2=CC1)C1CCNCC1 (5-chloro-3-(4-piperidinyl)-1H-indole), N1N=C(C=C1)CCCCl (3-(1H-pyrazol-3-yl)-1-chloropropane), C([O-])([O-])=O.[Na+].[Na+] (sodium carbonate). Run in CN(C=O)C (dimethylformamide). Run at temperature 100 celsius. The product is N1C=CC2=CC=CC=C12 (1H-indole). Reaction SMILES: Cl[C:2]1[CH:3]=[C:4]2[C:8](=[CH:9][CH:10]=1)[NH:7][CH:6]=[C:5]2C1CCNCC1.N1C=CC(CCCCl)=N1.C(=O)([O-])[O-].[Na+].[Na+]>CN(C)C=O>[NH:7]1[C:8]2[C:4](=[CH:3][CH:2]=[CH:10][CH:9]=2)[CH:5]=[CH:6]1 |f:2.3.4|. Procedure: A mixture of 3.26 gm (14 mMol) 5-chloro-3-(4-piperidinyl)-1H-indole, 2.03 gm (14 mMol) 3-(1H-pyrazol-3-yl)-1-chloropropane and 3.71 gm (35 mMol) sodium carbonate in 76 mL dimethylformamide was heated at 100° C. for 18 hours. The reaction mixture was cooled to ambient and the solvent removed under reduced pressure. The residue was partitioned between water and dichloromethane, then the phases were separated. The organic phase was washed with water followed by saturated aqueous sodium chloride and...